Dataset: the Open Reaction Database (ORD), a public repository of structured organic reaction records. Task: describe an organic reaction: reactants, conditions, products, and yield The reactants are COC1=C(CN2S(N(CC2=O)CC=2SC(=CC2)C(CCC(C)C)O)(=O)=O)C=CC(=C1)OC (2-(2,4-dimethoxy-benzyl)-5-[5-(1-hydroxy-4-methyl-pentyl)-thiophen-2-ylmethyl]-1,1-dioxo-1,2,5-thiadiazolidin-3-one), C[N+]1(CCOCC1)[O-] (4-methylmorpholine N-oxide). Reagents/catalysts: [Ru](=O)(=O)(=O)[O-].C(CC)[N+](CCC)(CCC)CCC (Tetrapropylammonium perruthenate). The solvent is C1CCOC1 (THF). Reaction conditions: time 1 hour. The product is COC1=C(CN2S(N(CC2=O)CC=2SC(=CC2)C(CCC(C)C)=O)(=O)=O)C=CC(=C1)OC (2-(2,4-dimethoxy-benzyl)-5-[5-(4-methyl-pentanoyl)-thiophen-2-ylmethyl]-1,1-dioxo-1,2,5-thiadiazolidin-3-one). As a reaction SMILES: [CH3:1][O:2][C:3]1[CH:30]=[C:29]([O:31][CH3:32])[CH:28]=[CH:27][C:4]=1[CH2:5][N:6]1[C:10](=[O:11])[CH2:9][N:8]([CH2:12][C:13]2[S:14][C:15]([CH:18]([OH:24])[CH2:19][CH2:20][CH:21]([CH3:23])[CH3:22])=[CH:16][CH:17]=2)[S:7]1(=[O:26])=[O:25].C[N+]1([O-])CCOCC1>C1COCC1.[Ru]([O-])(=O)(=O)=O.C([N+](CCC)(CCC)CCC)CC>[CH3:1][O:2][C:3]1[CH:30]=[C:29]([O:31][CH3:32])[CH:28]=[CH:27][C:4]=1[CH2:5][N:6]1[C:10](=[O:11])[CH2:9][N:8]([CH2:12][C:13]2[S:14][C:15]([C:18](=[O:24])[CH2:19][CH2:20][CH:21]([CH3:23])[CH3:22])=[CH:16][CH:17]=2)[S:7]1(=[O:25])=[O:26] |f:3.4|. Procedure: The title C compound, 2-(2,4-dimethoxy-benzyl)-5-[5-(1-hydroxy-4-methyl-pentyl)-thiophen-2-ylmethyl]-1,1-dioxo-1,2,5-thiadiazolidin-3-one (125 mg, 0.26 mmol) is dissolved in THF (10 mL) and 4-methylmorpholine N-oxide (152 mg, 1.3 mmol) is added. Tetrapropylammonium perruthenate (TPAP, 9 mg, 0.026 mmol) is added and the mixture is stirred at RT for 1 h. The mixture is filtered through Celite and diluted with EtOAc. The solution is washed with 1N aqueous HCl and the organic layer is dried over anh... Reactants: CCCCO, Cl, Nc1ccc(O)cc1, CN1CCN(c2ccc(Nc3ncc(Br)c(Nc4ccccc4)n3)cc2)CC1. Yields the product Oc1ccc(Nc2ncc(Br)c(Nc3ccccc3)n2)cc1. RXN SMILES: [CH2:38]([OH:39])[CH2:40][CH2:41][CH3:42].[ClH:9].[NH2:1][c:2]1[cH:3][cH:4][c:5]([OH:6])[cH:7][cH:8]1.[NH:10]([c:11]1[cH:12][cH:13][cH:14][cH:15][cH:16]1)[c:17]1[n:18][c:19]([NH:24][c:25]2[cH:26][cH:27][c:28]([N:29]3[CH2:30][CH2:31][N:32]([CH3:33])[CH2:34][CH2:35]3)[cH:36][cH:37]2)[n:20][cH:21][c:22]1[Br:23]>>[NH:1]([c:2]1[cH:3][cH:4][c:5]([OH:6])[cH:7][cH:8]1)[c:19]1[n:18][c:17]([NH:10][c:11]2[cH:12][cH:13][cH:14][cH:15][cH:16]2)[c:22]([Br:23])[cH:21][n:20]1. Starting materials: C(C1=CC=CC=C1)OC(=O)N[C@H](C(=O)N1CCN(CC1)C(=O)OC(C)(C)C)CC1=CC=CC=C1 ((2S)-2-(benzyloxycarbonyl)amino-1-{4-(tert-butoxycarbonyl)piperazin-1-yl}-3-phenyl-1-propanone). The reagents and catalysts are [OH-].[OH-].[Pd+2] (palladium hydroxide/carbon). The solvent is C(C)O (ethanol). Reaction conditions: time 8 hour. The product is N[C@H](C(=O)N1CCN(CC1)C(=O)OC(C)(C)C)CC1=CC=CC=C1 ((2S)-2-Amino-1-{4-(tert-butoxycarbonyl)piperazin-1-yl}-3-phenyl-1-propanone). As a reaction SMILES: C(OC([NH:11][C@@H:12]([CH2:28][C:29]1[CH:34]=[CH:33][CH:32]=[CH:31][CH:30]=1)[C:13]([N:15]1[CH2:20][CH2:19][N:18]([C:21]([O:23][C:24]([CH3:27])([CH3:26])[CH3:25])=[O:22])[CH2:17][CH2:16]1)=[O:14])=O)C1C=CC=CC=1>C(O)C.[OH-].[OH-].[Pd+2]>[NH2:11][C@@H:12]([CH2:28][C:29]1[CH:30]=[CH:31][CH:32]=[CH:33][CH:34]=1)[C:13]([N:15]1[CH2:20][CH2:19][N:18]([C:21]([O:23][C:24]([CH3:26])([CH3:25])[CH3:27])=[O:22])[CH2:17][CH2:16]1)=[O:14] |f:2.3.4|. Procedure: A solution of (2S)-2-(benzyloxycarbonyl)amino-1-{4-(tert-butoxycarbonyl)piperazin-1-yl}-3-phenyl-1-propanone (4.2 g, Reference compound No. 25-1) in ethanol (30 ml) is saturated with a nitrogen gas. Then, 5% palladium hydroxide/carbon (2.1 g) is added to the solution, and the whole is stirred overnight under a hydrogen atmosphere (4.2 kgf/cm−1). The reaction mixture is filtered to remove the catalyst. The filtrate is concentrated under reduced pressure, ethyl acetate is added to the resulting re... The reactants are COC(=O)C=1SC=CC1Br (3-Bromo-2-thiophenecarboxylic acid methyl ester). The solvent is CO (methanol), O1CCCC1 (tetrahydrofuran), [OH-].[Na+] (sodium hydroxide). Run at time 2 hour. The product is BrC1=C(SC=C1)C(=O)O (3-bromo-2-thiophenecarboxylic acid). Yield: 97.3%. RXN SMILES: C[O:2][C:3]([C:5]1[S:6][CH:7]=[CH:8][C:9]=1[Br:10])=[O:4]>CO.O1CCCC1.[OH-].[Na+]>[Br:10][C:9]1[CH:8]=[CH:7][S:6][C:5]=1[C:3]([OH:4])=[O:2] |f:3.4|. Reported procedure: 3-Bromo-2-thiophenecarboxylic acid methyl ester (7.74 g) was dissolved in a mixture of methanol (35 ml) and tetrahydrofuran (35 ml), and 1N aqueous sodium hydroxide (53 ml) was added. The mixture was stirred at room temperature for 2 hours and washed with diethyl ether. The aqueous layer was acidified with 1N hydrochloric acid and extracted with ethyl acetate. The extract was dried over anhydrous magnesium sulfate and concentrated under reduced pressure to give 3-bromo-2-thiophenecarboxylic acid... Starting materials: BrCC1=C(C=C(C=C1)[N+](=O)[O-])CBr (1,2-Bis(bromomethyl)-4-nitrobenzene), [OH-].[Na+] (NaOH), C(CC(=O)OCC)(=O)OCC (Diethyl malonate), [H-].[Na+] (NaH). The solvent is C=1(C(=CC=CC1)C)C (xylene), CCO (EtOH), CCOCC (Et2O), CCOC(=O)C (EtOAc). Reaction conditions: time 30 minute. The product is [N+](=O)([O-])C=1C=C2CC(CC2=CC1)C(=O)O (5-Nitro-2-indanecarboxylic Acid). Yield: 19.6%. Reaction SMILES: [C:1]([O:9]CC)(=[O:8])[CH2:2][C:3](OCC)=O.[H-].[Na+].BrC[C:16]1[CH:21]=[CH:20][C:19]([N+:22]([O-:24])=[O:23])=[CH:18][C:17]=1[CH2:25]Br.[OH-].[Na+]>CCOCC.CCOC(C)=O.CCO.C1(C)C(C)=CC=CC=1>[N+:22]([C:19]1[CH:18]=[C:17]2[C:16](=[CH:21][CH:20]=1)[CH2:3][CH:2]([C:1]([OH:9])=[O:8])[CH2:25]2)([O-:24])=[O:23] |f:1.2,4.5|. Procedure details: Diethyl malonate (9.10 mL, 60.0 mmol) was added to a stirred suspension of NaH (60% in oil, 3.02 g, 126 mmol) in dry Et2O (500 mL) at 20° C. under N2 and the mixture was stirred for 30 min. 1,2-Bis(bromomethyl)-4-nitrobenzene (118) (18.5 g, 60.0 mmol) was added and the mixture was stirred at 20° C. for 24 h. The reaction was diluted with EtOAc (200 mL) and washed with 1 M HCl. The solvent was evaporated to give a brown oil that was treated with 2 M NaOH (100 mL) in EtOH (100 mL) at 20° C. for 15... The reactants are CCOC(C(=O)N1C(=O)OCC1Cc1ccccc1)C(O)c1ccc(OCc2ccccc2)cc1C(F)(F)F, C[O-], CO, [Na+]. The product is CCOC(C(=O)OC)C(O)c1ccc(OCc2ccccc2)cc1C(F)(F)F. As a reaction SMILES: [CH2:1]([CH:2]1[CH2:3][O:4][C:5](=[O:6])[N:7]1[C:14]([CH:15]([CH:16]([OH:17])[c:18]1[c:19]([C:32]([F:33])([F:34])[F:35])[cH:20][c:21]([O:24][CH2:25][c:26]2[cH:27][cH:28][cH:29][cH:30][cH:31]2)[cH:22][cH:23]1)[O:36][CH2:37][CH3:38])=[O:39])[c:8]1[cH:9][cH:10][cH:11][cH:12][cH:13]1.[CH3:40][O-:41].[CH3:43][OH:44].[Na+:42]>>[C:14]([CH:15]([CH:16]([OH:17])[c:18]1[c:19]([C:32]([F:33])([F:34])[F:35])[cH:20][c:21]([O:24][CH2:25][c:26]2[cH:27][cH:28][cH:29][cH:30][cH:31]2)[cH:22][cH:23]1)[O:36][CH2:37][CH3:38])(=[O:39])[O:41][CH3:40]. Reactants: CCOC(=O)c1ccc2c(c1)CC(C)(C)C(c1ccc(F)c(N3CCOCC3)c1)N2, Cl, [Li+], C1CCOC1, [OH-], O, O. The product is CC1(C)Cc2cc(C(=O)O)ccc2NC1c1ccc(F)c(N2CCOCC2)c1. RXN SMILES: [CH2:1]([CH3:2])[O:3][C:4](=[O:5])[c:6]1[cH:7][c:8]2[c:13]([cH:14][cH:15]1)[NH:12][CH:11]([c:16]1[cH:17][cH:18][c:19]([F:28])[c:20]([N:22]3[CH2:23][CH2:24][O:25][CH2:26][CH2:27]3)[cH:21]1)[C:10]([CH3:29])([CH3:30])[CH2:9]2.[ClH:35].[Li+:33].[O:36]1[CH2:37][CH2:38][CH2:39][CH2:40]1.[OH-:32].[OH2:31].[OH2:34]>>[O:3]=[C:4]([OH:5])[c:6]1[cH:7][c:8]2[c:13]([cH:14][cH:15]1)[NH:12][CH:11]([c:16]1[cH:17][cH:18][c:19]([F:28])[c:20]([N:22]3[CH2:23][CH2:24][O:25][CH2:26][CH2:27]3)[cH:21]1)[C:10]([CH3:29])([CH3:30])[CH2:9]2. The reactants are CC(C)O, O=C(Nc1cccc(-c2nn3ccccc3c2-c2ccnc(Cl)n2)c1)c1c(F)cccc1F, Cl, CN(C)C1Cc2ccc(N)cc2C1. Yields the product CN(C)C1Cc2ccc(Nc3nccc(-c4c(-c5cccc(NC(=O)c6c(F)cccc6F)c5)nn5ccccc45)n3)cc2C1. Reaction SMILES: [CH:48]([OH:49])([CH3:50])[CH3:51].[Cl:1][c:2]1[n:3][cH:4][cH:5][c:6](-[c:8]2[c:9](-[c:17]3[cH:18][c:19]([NH:23][C:24]([c:25]4[c:26]([F:32])[cH:27][cH:28][cH:29][c:30]4[F:31])=[O:33])[cH:20][cH:21][cH:22]3)[n:10][n:11]3[c:12]2[cH:13][cH:14][cH:15][cH:16]3)[n:7]1.[ClH:47].[NH2:34][c:35]1[cH:36][c:37]2[c:41]([cH:42][cH:43]1)[CH2:40][CH:39]([N:44]([CH3:45])[CH3:46])[CH2:38]2>>[c:2]1([NH:34][c:35]2[cH:36][c:37]3[c:41]([cH:42][cH:43]2)[CH2:40][CH:39]([N:44]([CH3:45])[CH3:46])[CH2:38]3)[n:3][cH:4][cH:5][c:6](-[c:8]2[c:9](-[c:17]3[cH:18][c:19]([NH:23][C:24]([c:25]4[c:26]([F:32])[cH:27][cH:28][cH:29][c:30]4[F:31])=[O:33])[cH:20][cH:21][cH:22]3)[n:10][n:11]3[c:12]2[cH:13][cH:14][cH:15][cH:16]3)[n:7]1. Run at time 8 hour. Reactants: OC1=CC=C(C=C1)C=1OC(=C(N1)CC(=O)N1[C@@H](CCC1)C)C (2-[2-(4-Hydroxy-phenyl)-5-methyl-oxazol-4-yl]-1-(2-(R)-methyl-pyrrolidin-1-yl)-ethanone), CS(=O)(=O)C1=CC=C(CCl)C=C1 (4-methylsulfonylbenzyl chloride), C(=O)([O-])[O-].[Cs+].[Cs+] (Cs2CO3), [I-].[K+] (potassium iodide). Reaction SMILES: [OH:1][C:2]1[CH:7]=[CH:6][C:5]([C:8]2[O:9][C:10]([CH3:22])=[C:11]([CH2:13][C:14]([N:16]3[CH2:20][CH2:19][CH2:18][C@H:17]3[CH3:21])=O)[N:12]=2)=[CH:4][CH:3]=1.[CH3:23][S:24]([C:27]1[CH:34]=[CH:33][C:30]([CH2:31]Cl)=[CH:29][CH:28]=1)(=[O:26])=[O:25].C([O-])([O-])=O.[Cs+].[Cs+].[I-].[K+]>CN(C=O)C>[CH3:23][S:24]([C:27]1[CH:34]=[CH:33][C:30]([CH2:31][O:1][C:2]2[CH:7]=[CH:6][C:5]([C:8]3[O:9][C:10]([CH3:22])=[C:11]([CH2:13][CH2:14][N:16]4[CH2:20][CH2:19][CH2:18][C@H:17]4[CH3:21])[N:12]=3)=[CH:4][CH:3]=2)=[CH:29][CH:28]=1)(=[O:25])=[O:26] |f:2.3.4,5.6|. Reported procedure: A mixture of 2-[2-(4-Hydroxy-phenyl)-5-methyl-oxazol-4-yl]-1-(2-(R)-methyl-pyrrolidin-1-yl)-ethanone (See Example 56) (0.32 g, 1.1 mmol), 4-methylsulfonylbenzyl chloride (0.29 g, 1.4 mmol), Cs2CO3 (0.9 g, 2.75 mmol), and potassium iodide (0.24 g, 1.4 mmol) in DMF (5 mL) is stirred at room temperature overnight. The mixture is partitioned between EtOAc and water. The aqueous phase is extracted with EtOAc (2×), and the combined organic phase is washed with brine, dried (Na2SO4), and concentrated. ... The product is CS(=O)(=O)C1=CC=C(COC2=CC=C(C=C2)C=2OC(=C(N2)CCN2[C@@H](CCC2)C)C)C=C1 (2-[4-(4-Methanesulfonyl-benzyloxy)-phenyl]-5-methyl-4-[2-(2-(R)-methyl-pyrrolidin-1-yl)-ethyl]-oxazole). Run in CN(C)C=O (DMF). Reactants: CC(C=CC(O)C1(C)OC(C(C)(C)C)OC1=O)C1CCC2C(O[Si](C)(C)C)CCCC12C, CCOC(C)=O, CN(C)c1ccncc1, COC(=O)Cl, ClCCl, O. Reaction SMILES: [CH3:1][Si:2]([O:3][CH:4]1[CH:5]2[CH2:6][CH2:7][CH:8]([CH:14]([CH:15]=[CH:16][CH:17]([OH:18])[C:19]3([CH3:29])[C:20](=[O:28])[O:21][CH:22]([C:24]([CH3:25])([CH3:26])[CH3:27])[O:23]3)[CH3:30])[C:9]2([CH3:13])[CH2:10][CH2:11][CH2:12]1)([CH3:31])[CH3:32].[CH3:38][CH2:39][O:40][C:41](=[O:42])[CH3:43].[CH3:45][N:46]([CH3:47])[c:48]1[cH:49][cH:50][n:51][cH:52][cH:53]1.[Cl:33][C:34](=[O:35])[O:36][CH3:37].[Cl:54][CH2:55][Cl:56].[OH2:44]>>[CH3:1][Si:2]([O:3][CH:4]1[CH:5]2[CH2:6][CH2:7][CH:8]([CH:14]([CH:15]=[CH:16][CH:17]([O:18][C:34](=[O:35])[O:36][CH3:37])[C:19]3([CH3:29])[C:20](=[O:28])[O:21][CH:22]([C:24]([CH3:25])([CH3:26])[CH3:27])[O:23]3)[CH3:30])[C:9]2([CH3:13])[CH2:10][CH2:11][CH2:12]1)([CH3:31])[CH3:32]. Yields the product COC(=O)OC(C=CC(C)C1CCC2C(O[Si](C)(C)C)CCCC12C)C1(C)OC(C(C)(C)C)OC1=O.